From a dataset of the Open Reaction Database (ORD), a public repository of structured organic reaction records. describe an organic reaction: reactants, conditions, products, and yield Reactants: ClC1=NC(=NC=C1C(F)(F)F)NC1=CC=C(C=C1)[C@@H](C)NC(OC(C)(C)C)=O ((R)-tert-butyl 1-(4-(4-chloro-5-(trifluoromethyl)pyrimidin-2-ylamino)phenyl)ethylcarbamate), NC1=CC=C(CO)C=C1 (4-aminobenzyl alcohol). The product is ClC1=NC(=NC=C1C(F)(F)F)NC1=CC=C(C=C1)CO ((4-(4-chloro-5-(trifluoromethyl)pyrimidin-2-ylamino)phenyl)methanol). RXN SMILES: [Cl:1][C:2]1[C:7]([C:8]([F:11])([F:10])[F:9])=[CH:6][N:5]=[C:4]([NH:12][C:13]2[CH:18]=[CH:17][C:16]([C@H](NC(=O)OC(C)(C)C)C)=[CH:15][CH:14]=2)[N:3]=1.NC1C=CC([CH2:34][OH:35])=CC=1>>[Cl:1][C:2]1[C:7]([C:8]([F:11])([F:9])[F:10])=[CH:6][N:5]=[C:4]([NH:12][C:13]2[CH:18]=[CH:17][C:16]([CH2:34][OH:35])=[CH:15][CH:14]=2)[N:3]=1. Procedure details: C7 was prepared in a manner similar to that described in for making C3 in Step 3 of Example 1 except that 4-aminobenzyl alcohol (2.4 g, 19 mmol) was used instead of C2. When the reaction was complete the reaction mixture was concentrated and dissolved in EtOA. The resultant solution was washed with water, brine, dried over MgSO4, and concentrated. The resultant tan solid was triterated with ether and a small amount of EtOAc, filtered and concentrated to provide C7 as a tan solid. Yield: 2.98 g, ... Run in CCOCC (Et2O). Conditions: time 1 hour. Yields the product C1(=CC=C(C=C1)[C@H]1[C@@H](C1)NCC(=O)N1CCN(CC1)C)C1=CC=CC=C1 (2-((trans)-2-(1,1′-biphenyl-4-yl)cyclopropylamino)-1-(4-methylpiperazin-1-yl)ethanone). Isolated yield 15.0%. Starting materials: C1(=CC=C(C=C1)[C@H]1[C@@H](C1)N(C(OC(C)(C)C)=O)CC(=O)N1CCN(CC1)C)C1=CC=CC=C1 (tert-butyl(trans)-2-(1,1′-biphenyl-4-yl)cyclopropyl(2-(4-methylpiperazin-1-yl)-2-oxoethyl)carbamate), O(CC)CC.Cl (Et2O.HCl). As a reaction SMILES: [C:1]1([C:28]2[CH:33]=[CH:32][CH:31]=[CH:30][CH:29]=2)[CH:6]=[CH:5][C:4]([C@@H:7]2[CH2:9][C@H:8]2[N:10]([CH2:18][C:19]([N:21]2[CH2:26][CH2:25][N:24]([CH3:27])[CH2:23][CH2:22]2)=[O:20])C(=O)OC(C)(C)C)=[CH:3][CH:2]=1.O(CC)CC.Cl>CCOCC>[C:1]1([C:28]2[CH:33]=[CH:32][CH:31]=[CH:30][CH:29]=2)[CH:2]=[CH:3][C:4]([C@@H:7]2[CH2:9][C@H:8]2[NH:10][CH2:18][C:19]([N:21]2[CH2:26][CH2:25][N:24]([CH3:27])[CH2:23][CH2:22]2)=[O:20])=[CH:5][CH:6]=1 |f:1.2|. Reported procedure: To a solution of tert-butyl(trans)-2-(1,1′-biphenyl-4-yl)cyclopropyl(2-(4-methylpiperazin-1-yl)-2-oxoethyl)carbamate derivative (1 equiv) in Et2O at 0° C. was added Et2O.HCl slowly drop wise, stirred for 1 h at 0° C. to RT. The progress of the reaction was monitored by TLC. After completion reaction mixture was filtered under inert atmosphere and washed with hexane and EtOAC, and dried under reduced pressure to get 2-((trans)-2-(1,1′-biphenyl-4-yl)cyclopropylamino)-1-(4-methylpiperazin-1-yl)etha... Reactants: ClCc1ccc(OCc2ccccc2)c(OCc2ccccc2)c1, CCO, S=C1NC(c2ccccc2)C(c2ccccc2)N1. Yields the product Cl, c1ccc(COc2ccc(CSC3=NC(c4ccccc4)C(c4ccccc4)N3)cc2OCc2ccccc2)cc1. As a reaction SMILES: [CH2:19]([c:20]1[cH:21][cH:22][cH:23][cH:24][cH:25]1)[O:26][c:27]1[cH:28][c:29]([CH2:30][Cl:31])[cH:32][cH:33][c:34]1[O:35][CH2:36][c:37]1[cH:38][cH:39][cH:40][cH:41][cH:42]1.[CH3:43][CH2:44][OH:45].[c:1]1([CH:7]2[NH:8][C:9](=[S:18])[NH:10][CH:11]2[c:12]2[cH:13][cH:14][cH:15][cH:16][cH:17]2)[cH:2][cH:3][cH:4][cH:5][cH:6]1>>[ClH:31].[c:1]1([CH:7]2[NH:8][C:9]([S:18][CH2:30][c:29]3[cH:28][c:27]([O:26][CH2:19][c:20]4[cH:21][cH:22][cH:23][cH:24][cH:25]4)[c:34]([O:35][CH2:36][c:37]4[cH:38][cH:39][cH:40][cH:41][cH:42]4)[cH:33][cH:32]3)=[N:10][CH:11]2[c:12]2[cH:13][cH:14][cH:15][cH:16][cH:17]2)[cH:2][cH:3][cH:4][cH:5][cH:6]1. The reactants are COC=1C=C(C=CC1OC)/C(/C#N)=C/C1=CC=C(C=C1)O ((Z)-2-(3,4-dimethoxyphenyl)-3-(4-hydroxyphenyl)acrylonitrile), BrCCCCCCC(=O)OCC (ethyl 7-bromoheptanoate), resultant mixture, C([O-])([O-])=O.[K+].[K+] (potassium carbonate), resultant solution. Solvent: CS(=O)C (dimethyl sulfoxide). Reaction conditions: time 1 hour. Yields the product C(#N)\C(=C/C1=CC=C(OCCCCCCC(=O)OCC)C=C1)\C1=CC(=C(C=C1)OC)OC (ethyl 7-[4-[(Z)-2-cyano-2-(3,4-dimethoxy-phenyl)-vinyl]-phenoxy]-heptanoate). Isolated yield 71.7%. Reaction SMILES: [CH3:1][O:2][C:3]1[CH:4]=[C:5](/[C:11](=[CH:14]/[C:15]2[CH:20]=[CH:19][C:18]([OH:21])=[CH:17][CH:16]=2)/[C:12]#[N:13])[CH:6]=[CH:7][C:8]=1[O:9][CH3:10].C(=O)([O-])[O-].[K+].[K+].Br[CH2:29][CH2:30][CH2:31][CH2:32][CH2:33][CH2:34][C:35]([O:37][CH2:38][CH3:39])=[O:36]>CS(C)=O>[C:12](/[C:11](/[C:5]1[CH:6]=[CH:7][C:8]([O:9][CH3:10])=[C:3]([O:2][CH3:1])[CH:4]=1)=[CH:14]\[C:15]1[CH:16]=[CH:17][C:18]([O:21][CH2:29][CH2:30][CH2:31][CH2:32][CH2:33][CH2:34][C:35]([O:37][CH2:38][CH3:39])=[O:36])=[CH:19][CH:20]=1)#[N:13] |f:1.2.3|. Reported procedure: Compound 1 (200 mg) was dissolved in dimethyl sulfoxide, and anhydrous potassium carbonate was added to the resultant solution, followed by stirring at room temperature for one hour. Thereafter, ethyl 7-bromoheptanoate (169 mg) was added to the resultant mixture, and the mixture was stirred. The potassium carbonate was separated through filtration, and the resultant filtrate was poured into ice water. Hydrochloric acid was added to the resultant mixture so as to adjust the pH to 3, and then the ... Starting materials: ClC=1C=C(CN)C=CC1Cl (3,4-dichlorobenzylamine), ClC=1C2=C(N=C(N1)C1=NC=CC=C1)SC(=C2)[N+](=O)[O-] (4-chloro-2-(pyridin-2-yl)-6-nitro-thieno-[2,3-d]-pyrimidine). Yields the product N1=C(C=CC=C1)C=1N=C(C2=C(N1)SC(=C2)[N+](=O)[O-])NCC2=CC(=C(C=C2)Cl)Cl (2-(pyridin-2-yl)-4-(3,4-dichlorobenzylamino)-6-nitro-thieno-[2,3-d]-pyrimidine). As a reaction SMILES: [Cl:1][C:2]1[CH:3]=[C:4]([CH:7]=[CH:8][C:9]=1[Cl:10])[CH2:5][NH2:6].Cl[C:12]1[C:13]2[CH:26]=[C:25]([N+:27]([O-:29])=[O:28])[S:24][C:14]=2[N:15]=[C:16]([C:18]2[CH:23]=[CH:22][CH:21]=[CH:20][N:19]=2)[N:17]=1>>[N:19]1[CH:20]=[CH:21][CH:22]=[CH:23][C:18]=1[C:16]1[N:17]=[C:12]([NH:6][CH2:5][C:4]2[CH:7]=[CH:8][C:9]([Cl:10])=[C:2]([Cl:1])[CH:3]=2)[C:13]2[CH:26]=[C:25]([N+:27]([O-:29])=[O:28])[S:24][C:14]=2[N:15]=1. Procedure: With the procedure of Example 1, the reaction of 3,4-dichlorobenzylamine with 4-chloro-2-(pyridin-2-yl)-6-nitro-thieno-[2,3-d]-pyrimidine yields 2-(pyridin-2-yl)-4-(3,4-dichlorobenzylamino)-6-nitro-thieno-[2,3-d]-pyrimidine. Run in O1CCCC1 (tetrahydrofuran), O1CCCC1 (tetrahydrofuran). The yield is 62.9%. Reactants: ClC1=CC=C(C=C1)C1=NC=2C(=NC=CC2)N1CC(=O)O (2-(4-chlorophenyl)-3H-imidazo[4,5-b]pyridine-3-acetic acid), C(=O)(N1C=NC=C1)N1C=NC=C1 (1,1'-carbonyldimidazole), NCCC=1N(C=CC1)C (2-(2-aminoethyl)-1-methylpyrrole). Yields the product ClC1=CC=C(C=C1)C1=NC=2C(=NC=CC2)N1CC(=O)NCCC=1N(C=CC1)C (2-(4-Chlorophenyl)-N-[2-(1-methyl-1H-pyrrol-2-yl)ethyl]-3H-imidazo[4,5-b]pyridine-3-acetamide). Reported procedure: A suspension of 2-(4-chlorophenyl)-3H-imidazo[4,5-b]pyridine-3-acetic acid (5.0 g, 0.0174 mole), 1,1'-carbonyldimidazole (2.82 g, 0.0174 mole) and dry tetrahydrofuran (100 ml) was stirred at room temperature for 3 hr with a stream of nitrogen bubbling through it. A solution of 2-(2-aminoethyl)-1-methylpyrrole (5.40 g, 0.0435 mole) in tetrahydrofuran (6 ml) was added and the mixture was stirred at room temperature under nitrogen overnight. The solvent was evaporated under reduced pressure and the... As a reaction SMILES: [Cl:1][C:2]1[CH:7]=[CH:6][C:5]([C:8]2[N:16]([CH2:17][C:18]([OH:20])=O)[C:11]3=[N:12][CH:13]=[CH:14][CH:15]=[C:10]3[N:9]=2)=[CH:4][CH:3]=1.C(N1C=CN=C1)(N1C=CN=C1)=O.[NH2:33][CH2:34][CH2:35][C:36]1[N:37]([CH3:41])[CH:38]=[CH:39][CH:40]=1>O1CCCC1>[Cl:1][C:2]1[CH:3]=[CH:4][C:5]([C:8]2[N:16]([CH2:17][C:18]([NH:33][CH2:34][CH2:35][C:36]3[N:37]([CH3:41])[CH:38]=[CH:39][CH:40]=3)=[O:20])[C:11]3=[N:12][CH:13]=[CH:14][CH:15]=[C:10]3[N:9]=2)=[CH:6][CH:7]=1. Conditions: time 3 hour. The product is NC1=NC(=NS1)/C(/C(=O)OS(=O)(=O)C)=N/OC(C)(C)C(=O)O (methanesulfonyl (Z)-2-(5-amino-1,2,4-thiadiazol-3-yl)-2-(1-carboxy-1-methylethoxyimino)acetate). Conditions: temperature 5 celsius, time 2.5 hour. Reaction SMILES: [NH2:1][C:2]1[S:6][N:5]=[C:4](/[C:7](=[N:11]/[O:12][C:13]([C:16]([OH:18])=[O:17])([CH3:15])[CH3:14])/[C:8]([OH:10])=[O:9])[N:3]=1.[CH3:19][S:20](Cl)(=[O:22])=[O:21].C(=O)(O)[O-].[K+].Cl>CN(C)C(=O)C.C(OCC)(=O)C.O>[NH2:1][C:2]1[S:6][N:5]=[C:4](/[C:7](=[N:11]/[O:12][C:13]([C:16]([OH:18])=[O:17])([CH3:15])[CH3:14])/[C:8]([O:10][S:20]([CH3:19])(=[O:22])=[O:21])=[O:9])[N:3]=1 |f:2.3|. The reactants are NC1=NC(=NS1)/C(/C(=O)O)=N/OC(C)(C)C(=O)O ((Z)-2-(5-amino-1,2,4-thiadiazol-3-yl)-2-(1-carboxy-1-methylethoxyimino)acetic acid), CS(=O)(=O)Cl (methanesulfonyl chloride), C([O-])(O)=O.[K+] (potassium bicarbonate), Cl (hydrochloric acid). Isolated yield 31.2%. Run in CN(C(C)=O)C (N,N-dimethylacetamide), C(C)(=O)OCC (ethyl acetate), O (water). Procedure details: To a solution of (Z)-2-(5-amino-1,2,4-thiadiazol-3-yl)-2-(1-carboxy-1-methylethoxyimino)acetic acid (2.74 g) in N,N-dimethylacetamide (45 ml) were added methanesulfonyl chloride (1.15 g) and potassium bicarbonate (1.20 g) under cooling in an ice bath. The mixture was stirred for 2.5 hours at 5° C. and poured into a cold mixture of water (200 ml), ethyl acetate (200 ml) and 1N hydrochloric acid (6 ml). The mixture was stirred for 5 minutes under cooling in an ice bath. The organic layer was separ...